From a dataset of the Open Reaction Database (ORD), a public repository of structured organic reaction records. describe an organic reaction: reactants, conditions, products, and yield The reactants are acid chloride, ClC1=CC=C(C=C1)C=1OC(=C(N1)C)COC(C(=O)O)(C)C (2-[[2-(4-chlorophenyl)-4-methyl-5-oxazolyl]methoxy]-2-methylpropionic acid), 1.96, S(=O)(Cl)Cl (thionyl chloride), [OH-].[NH4+] (ammonium hydroxide). The reagents and catalysts are CN(C=O)C (dimethylformamide). Solvent: ClCCl (dichloromethane). Reaction conditions: time 16 hour. Yields the product ClC1=CC=C(C=C1)C=1OC(=C(N1)C)COC(C(=O)N)(C)C (2-[[2-(4-chlorophenyl)-4-methyl-5-oxazolyl]methoxy]-2-methylpropionamide). Yield: 49.0%. Reaction SMILES: [Cl:1][C:2]1[CH:7]=[CH:6][C:5]([C:8]2[O:9][C:10]([CH2:14][O:15][C:16]([CH3:21])([CH3:20])[C:17](O)=[O:18])=[C:11]([CH3:13])[N:12]=2)=[CH:4][CH:3]=1.S(Cl)(Cl)=O.[OH-].[NH4+:27]>ClCCl.CN(C)C=O>[Cl:1][C:2]1[CH:7]=[CH:6][C:5]([C:8]2[O:9][C:10]([CH2:14][O:15][C:16]([CH3:21])([CH3:20])[C:17]([NH2:27])=[O:18])=[C:11]([CH3:13])[N:12]=2)=[CH:4][CH:3]=1 |f:2.3|. Procedure: 4.44 g (14.5 mmol) of 2-[[2-(4-chlorophenyl)-4-methyl-5-oxazolyl]methoxy]-2-methylpropionic acid were dissolved in 40 ml of dry dichloromethane and 1 drop of dimethylformamide was added. 1.96 (16 mmol) of thionyl chloride were added and the mixture was heated to reflux for 4 hours. The cooled solution of the resulting acid chloride was added while stirring to 70 ml of aqueous ammonium hydroxide solution (specific gravity 1.880) and crushed ice. After stirring for 16 hours the suspension was extr...